This data is from the Open Reaction Database (ORD), a public repository of structured organic reaction records. The task is: describe an organic reaction: reactants, conditions, products, and yield Reactants: CC(=CC(C)=O)C (4-methyl-3-pentene-2-one), [NH4+].[Cl-] (NH4Cl), S(=O)(=O)([O-])C1=CC=C(C)C=C1 (tosylate), C(\C=C/CC)O (cis-2-pentene-1-ol), CC(C)([O-])C.[K+] (potassium t-butoxide). Solvent: O1CCCC1 (tetrahydrofuran), O1CCCC1 (tetrahydrofuran), O1CCCC1 (tetrahydrofuran), CN(P(=O)(N(C)C)N(C)C)C (hexamethylphosphoramide). Run at temperature -70 celsius, time 15 minute. Yields the product ClC(C(C)=O)(C(=C)C)C\C=C/CC (3-chloro-3-(cis-2-pentenyl)- 4-methyl-4-pentene-2-one). The yield is 16.0%. Reaction SMILES: CC(C)([O-])C.[K+].[CH3:7][C:8]([CH3:13])=[CH:9][C:10](=[O:12])[CH3:11].S([C:18]1C=[CH:23][C:21](C)=[CH:20][CH:19]=1)([O-])(=O)=O.C(O)/C=C\CC.[NH4+].[Cl-:32]>O1CCCC1.CN(C)P(N(C)C)(N(C)C)=O>[Cl:32][C:9]([CH2:18]/[CH:19]=[CH:20]\[CH2:21][CH3:23])([C:8]([CH3:13])=[CH2:7])[C:10](=[O:12])[CH3:11] |f:0.1,5.6|. Procedure: 2 ml of hexamethylphosphoramide was added to a solution of 1.7 g (16 millimole) of potassium t-butoxide in 15 ml of tetrahydrofuran, and cooled to -70° C. under nitrogen. 2 g (15 millimole) of the product of Step A in 4 ml tetrahydrofuran was added over the course of 5 minutes, with stirring. The stirring of the deep orange solution was continued for another 15 minutes and then a solution of 3.5 g (15 millimole) of the tosylate of cis-2-pentene-1-ol in 2 ml tetrahydrofuran was added. After 30 mi... Procedure: To a solution of 2-bromo-3-fluoropyridine 1-oxide (511 mg, 2.7 mmol) in DCM (10 mL) and trifluorobenzene (4 mL) at 50° C. were added tert-butylamine (2.5 mL, 23.9 mmol) and p-toluenesulfonic anhydride (3.7 g, 11.4 mmol) portion-wise. The reaction mixture was stirred at 50° C. for 2 hours and then filtered. The filtrate was concentrated to give a residue that was purified by flash chromatography (Si—PPC, Et2O:pentane, gradient 0:100 to 5:95) to give (6-Bromo-5-fluoropyridin-2-yl)-tert-butylamine ... Run at temperature 50 celsius, time 2 hour. RXN SMILES: [Br:1][C:2]1[C:7]([F:8])=[CH:6][CH:5]=[CH:4][N+:3]=1[O-].[C:10]([NH2:14])([CH3:13])([CH3:12])[CH3:11].C1(C)C=CC(S(OS(C2C=CC(C)=CC=2)(=O)=O)(=O)=O)=CC=1>C(Cl)Cl.FC1C(F)=C(F)C=CC=1>[Br:1][C:2]1[N:3]=[C:4]([NH:14][C:10]([CH3:13])([CH3:12])[CH3:11])[CH:5]=[CH:6][C:7]=1[F:8]. Starting materials: BrC1=[N+](C=CC=C1F)[O-] (2-bromo-3-fluoropyridine 1-oxide), C(C)(C)(C)N (tert-butylamine), C1(=CC=C(C=C1)S(=O)(=O)OS(=O)(=O)C1=CC=C(C=C1)C)C (p-toluenesulfonic anhydride). The solvent is C(Cl)Cl (DCM), FC=1C(=C(C=CC1)F)F (trifluorobenzene). The product is BrC1=C(C=CC(=N1)NC(C)(C)C)F ((6-Bromo-5-fluoropyridin-2-yl)-tert-butylamine). The yield is 4.5%. Reactants: [Na] (Sodium), [Na] (sodium), [Cl-].[NH4+] (ammonium chloride), C(C)(C)(C)OC(=O)N(CCC(=O)OC)[C@H](COCOC)CC(=O)N(CC1=C(C(=CC=C1)Cl)Cl)C1CC1 ((S)-Methyl 3-(tert-butoxycarbonyl(4-(cyclopropyl(2,3-dichlorobenzyl)amino)-1-(methoxymethoxy)-4-oxobutan-2-yl)amino)propanoate), CO (methanol). Run in C1(=CC=CC=C1)C (toluene), C(C)(=O)OCC (Ethyl acetate). Conditions: time 48 hour. Product: C1(CC1)N(C(=O)C1[C@H](N(CCC1=O)C(=O)OC(C)(C)C)COCOC)CC1=C(C(=CC=C1)Cl)Cl ((2S)-tert-butyl 3-(cyclopropyl(2,3-dichlorobenzyl)carbamoyl)-2-((methoxymethoxy)methyl)-4-oxopiperidine-1-carboxylate). Isolated yield 62.0%. As a reaction SMILES: [C:1]([O:5][C:6]([N:8]([C@@H:15]([CH2:21][C:22]([N:24]([CH:34]1[CH2:36][CH2:35]1)[CH2:25][C:26]1[CH:31]=[CH:30][CH:29]=[C:28]([Cl:32])[C:27]=1[Cl:33])=[O:23])[CH2:16][O:17][CH2:18][O:19][CH3:20])[CH2:9][CH2:10][C:11](OC)=[O:12])=[O:7])([CH3:4])([CH3:3])[CH3:2].[Na].CO.[Cl-].[NH4+]>C(OCC)(=O)C.C1(C)C=CC=CC=1>[CH:34]1([N:24]([CH2:25][C:26]2[CH:31]=[CH:30][CH:29]=[C:28]([Cl:32])[C:27]=2[Cl:33])[C:22]([CH:21]2[C:11](=[O:12])[CH2:10][CH2:9][N:8]([C:6]([O:5][C:1]([CH3:2])([CH3:3])[CH3:4])=[O:7])[C@@H:15]2[CH2:16][O:17][CH2:18][O:19][CH3:20])=[O:23])[CH2:36][CH2:35]1 |f:3.4,^1:36|. Procedure details: Into a 100 mL round bottom flask was added 4E and toluene (42 mL) under nitrogen. Sodium metal (392 mg, 17.1 mmol, 1.3 eq) was added at once followed by methanol (160 μL, 3.9 mmol, 0.3 eq). The reaction was allowed to stir under nitrogen over 48 hours. After sodium metal had dissolved, saturated ammonium chloride (50 mL) was added to quench the reaction. Ethyl acetate (50 mL) was added and the mixture was transferred to a separatory funnel. The organic layer was separated and the aqueous layer w...